From a dataset of the Open Reaction Database (ORD), a public repository of structured organic reaction records. describe an organic reaction: reactants, conditions, products, and yield Starting materials: BrC=1C(=NC=CC1)OCC (3-bromo-2-ethoxypyridine), ClCCl (dichloromethane), CC(C)([O-])C.[Na+] (sodium tert-butoxide), NC=1C=C2[C@H]3[C@@H](N4C2=C(C1)CSCC4)CCN(C3)C(=O)OC(C)(C)C (tert-butyl (7bR,11aS)-6-amino-1,2,7b,10,11,11a-hexahydro-4H-pyrido[4,3-b][1,4]thiazepino[6,5,4-hi]indole-9(8H)-carboxylate). The reagents and catalysts are C1=CC=C(C=C1)P([C-]2C=CC=C2)C3=CC=CC=C3.C1=CC=C(C=C1)P([C-]2C=CC=C2)C3=CC=CC=C3.Cl[Pd]Cl.[Fe+2] ([1,1′-Bis(diphenylphosphino)ferrocene]dichloropalladium), [Pd] (palladium). Product: Cl.Cl.C(C)OC1=NC=CC=C1NC=1C=C2[C@H]3[C@@H](N4C2=C(C1)CSCC4)CCNC3 ((7bR,11aS)-N-[2-Ethoxy-3-pyridinyl]-1,2,7b,8,9,10,11,11a-octahydro-4H-pyrido[4,3-b][1,4]thiazepino[6,5,4-hi]indole-6-amine, bis hydrochloride salt). RXN SMILES: Br[C:2]1[C:3]([O:8][CH2:9][CH3:10])=[N:4][CH:5]=[CH:6][CH:7]=1.CC(C)([O-])C.[Na+].[NH2:17][C:18]1[CH:19]=[C:20]2[C:24]3=[C:25]([CH2:27][S:28][CH2:29][CH2:30][N:23]3[C@H:22]3[CH2:31][CH2:32][N:33](C(OC(C)(C)C)=O)[CH2:34][C@@H:21]23)[CH:26]=1.[Cl:42]CCl>C1C=CC(P(C2C=CC=CC=2)[C-]2C=CC=C2)=CC=1.C1C=CC(P(C2C=CC=CC=2)[C-]2C=CC=C2)=CC=1.Cl[Pd]Cl.[Fe+2].[Pd]>[ClH:42].[ClH:42].[CH2:9]([O:8][C:3]1[C:2]([NH:17][C:18]2[CH:19]=[C:20]3[C:24]4=[C:25]([CH2:27][S:28][CH2:29][CH2:30][N:23]4[C@H:22]4[CH2:31][CH2:32][NH:33][CH2:34][C@@H:21]34)[CH:26]=2)=[CH:7][CH:6]=[CH:5][N:4]=1)[CH3:10] |f:1.2,5.6.7.8,10.11.12|. Procedure: Following the procedures described in Example 175 and using 3-bromo-2-ethoxypyridine, sodium tert-butoxide as the base and [1,1′-bis(diphenylphosphino)ferrocene]dichloropalladium (II), complex with dichloromethane, as the palladium source, tert-butyl (7bR,11aS)-6-amino-1,2,7b,10,11,11a-hexahydro-4H-pyrido[4,3-b][1,4]thiazepino[6,5,4-hi]indole-9(8H)-carboxylate from Example 33, Part B was converted into the title compound of Example 186 as a solid. ESI MS m/z 383.2 [C21H26N4OS+H]+. Reactants: FC1=C(C(=CC=C1F)NC=C(C(=O)OC)C(=O)OC)OCC(C)OS(=O)(=O)C1=CC=C(C=C1)C (2,3-Difluoro-6-(2,2-dimethoxycarbonylethenyl)amino-[(2-p-toluenesulfonyloxypropyl)oxy]benzene), C([O-])([O-])=O.[K+].[K+] (potassium carbonate), CN(C)C=O (DMF). The solvent is C(C)(=O)OCC (ethyl acetate). Conditions: temperature 80 celsius. The product is FC1=C(C2=C(N(C(CO2)C)C=C(C(=O)OC)C(=O)OC)C=C1)F (Dimethyl (7,8-difluoro-3-methyl-3,4-dihydro-2H-[1,4]benzoxazine-4-yl)methylenemalonate). The yield is 92.7%. Reaction SMILES: [F:1][C:2]1[C:7]([F:8])=[CH:6][CH:5]=[C:4]([NH:9][CH:10]=[C:11]([C:16]([O:18][CH3:19])=[O:17])[C:12]([O:14][CH3:15])=[O:13])[C:3]=1[O:20][CH2:21][CH:22](OS(C1C=CC(C)=CC=1)(=O)=O)[CH3:23].C(=O)([O-])[O-].[K+].[K+].CN(C=O)C>C(OCC)(=O)C>[F:8][C:7]1[CH:6]=[CH:5][C:4]2[N:9]([CH:10]=[C:11]([C:16]([O:18][CH3:19])=[O:17])[C:12]([O:14][CH3:15])=[O:13])[CH:22]([CH3:23])[CH2:21][O:20][C:3]=2[C:2]=1[F:1] |f:1.2.3|. Reported procedure: A mixture of 749 mg of the compound obtained in Example 7, 207 mg of potassium carbonate and 5 ml of anhydrous DMF was heated at 80° C. for 8 hours. The mixture was diluted with ethyl acetate, and the resulting mixture was washed with water and dried over anhydrous magnesium sulfate. The solvent was removed under reduced pressure. The residue was purified through silica gel column chromatography to yield 455 mg of the titled compound. The reactants are CC1=CC(N(C=C1)C1CCC(CC1)=O)=O (4-methyl-1-(4-oxo-cyclohexyl)-1H-pyridin-2-one), N1CC(C1)NC(=O)CNC(C1=CC(=CC=C1)C(F)(F)F)=O (N-(azetidin-3-ylcarbamoylmethyl)-3-trifluoromethyl-benzamide). Product: CC1=CC(N(C=C1)C1CCC(CC1)N1CC(C1)NC(=O)CNC(C1=CC(=CC=C1)C(F)(F)F)=O)=O (N-({1-[4-(4-Methyl-2-oxo-2H-pyridin-1-yl)-cyclohexyl]-azetidin-3-ylcarbamoyl}-methyl)-3-trifluoromethyl-benzamide). RXN SMILES: [CH3:1][C:2]1[CH:7]=[CH:6][N:5]([CH:8]2[CH2:13][CH2:12][C:11](=O)[CH2:10][CH2:9]2)[C:4](=[O:15])[CH:3]=1.[NH:16]1[CH2:19][CH:18]([NH:20][C:21]([CH2:23][NH:24][C:25](=[O:36])[C:26]2[CH:31]=[CH:30][CH:29]=[C:28]([C:32]([F:35])([F:34])[F:33])[CH:27]=2)=[O:22])[CH2:17]1>>[CH3:1][C:2]1[CH:7]=[CH:6][N:5]([CH:8]2[CH2:13][CH2:12][CH:11]([N:16]3[CH2:19][CH:18]([NH:20][C:21]([CH2:23][NH:24][C:25](=[O:36])[C:26]4[CH:31]=[CH:30][CH:29]=[C:28]([C:32]([F:35])([F:33])[F:34])[CH:27]=4)=[O:22])[CH2:17]3)[CH2:10][CH2:9]2)[C:4](=[O:15])[CH:3]=1. Procedure details: The title compounds were prepared as white solids from the reductive amination of 4-methyl-1-(4-oxo-cyclohexyl)-1H-pyridin-2-one (as prepared in the previous step) and N-(azetidin-3-ylcarbamoylmethyl)-3-trifluoromethyl-benzamide (as prepared in Example 2 Step C) using the procedure described in Step D of Example 1. The reactants are Cl, COC(=O)CCCc1ccc(F)cc1, [Na+], [OH-], O. The product is O=C(O)CCCc1ccc(F)cc1. As a reaction SMILES: [ClH:17].[F:1][c:2]1[cH:3][cH:4][c:5]([CH2:8][CH2:9][CH2:10][C:11](=[O:12])[O:13][CH3:14])[cH:6][cH:7]1.[Na+:16].[OH-:15].[OH2:18]>>[F:1][c:2]1[cH:3][cH:4][c:5]([CH2:8][CH2:9][CH2:10][C:11](=[O:12])[OH:13])[cH:6][cH:7]1. Reactants: O (water), FC(C=1C=C(C=C(C1)C(F)(F)F)C1=NN(C=N1)\C=C/C(=O)N1CC(C1)C(=O)OC)(F)F ((Z)-methyl 1-(3-(3-(3,5-bis(trifluoromethyl)phenyl)-1H-1,2,4-triazol-1-yl)acryloyl)azetidine-3-carboxylate), [Li+].[OH-] (LiOH). Solvent: CO (methanol). Reaction conditions: time 1.5 hour. The product is FC(C=1C=C(C=C(C1)C(F)(F)F)C1=NN(C=N1)\C=C/C(=O)N1CC(C1)C(=O)O)(F)F ((Z)-1-(3-(3-(3,5-bis(trifluoromethyl)phenyl)-1H-1,2,4-triazol-1-yl)acryloyl)azetidine-3-carboxylic acid). The yield is 61.9%. As a reaction SMILES: [F:1][C:2]([F:31])([F:30])[C:3]1[CH:4]=[C:5]([C:13]2[N:17]=[CH:16][N:15](/[CH:18]=[CH:19]\[C:20]([N:22]3[CH2:25][CH:24]([C:26]([O:28]C)=[O:27])[CH2:23]3)=[O:21])[N:14]=2)[CH:6]=[C:7]([C:9]([F:12])([F:11])[F:10])[CH:8]=1.O.[Li+].[OH-]>CO>[F:12][C:9]([F:10])([F:11])[C:7]1[CH:6]=[C:5]([C:13]2[N:17]=[CH:16][N:15](/[CH:18]=[CH:19]\[C:20]([N:22]3[CH2:23][CH:24]([C:26]([OH:28])=[O:27])[CH2:25]3)=[O:21])[N:14]=2)[CH:4]=[C:3]([C:2]([F:1])([F:30])[F:31])[CH:8]=1 |f:2.3|. Procedure details: (Z)-methyl 1-(3-(3-(3,5-bis(trifluoromethyl)phenyl)-1H-1,2,4-triazol-1-yl)acryloyl)azetidine-3-carboxylate (0.1 g, 1.0 eq.) was dissolved in methanol:water (10 mL, 1:1). LiOH (0.010 g, 1.0 eq.) was added. The reaction mixture was stirred at room temperature for 1-2 h. The reaction mixture was quenched with 10 mL water and acidified with dilute HCl until pH=2-3. The aqueous layer was extracted with ethyl acetate (10 mL×3). The organic layer was washed with brine, dried over sodium sulphate and co...